Dataset: the Open Reaction Database (ORD), a public repository of structured organic reaction records. Task: describe an organic reaction: reactants, conditions, products, and yield Starting materials: OC(C=1C=C(C=C(C1)C1=CC=C(C=C1)C)C(=O)OC)C=1SC=CN1 (methyl 5-(hydroxy(thiazol-2-yl)methyl)-4′-methylbiphenyl-3-carboxylate), [OH-].[Li+] (lithium hydroxide), [NH4+].[Cl-] (NH4Cl). The solvent is O1CCOCC1 (1,4-dioxane), O (water). Run at time 4 hour. Yields the product OC(C=1C=C(C=C(C1)C1=CC=C(C=C1)C)C(=O)O)C=1SC=CN1 (5-(Hydroxy(thiazol-2-yl)methyl)-4′-methylbiphenyl-3-carboxylic acid). RXN SMILES: [OH:1][CH:2]([C:20]1[S:21][CH:22]=[CH:23][N:24]=1)[C:3]1[CH:4]=[C:5]([C:16]([O:18]C)=[O:17])[CH:6]=[C:7]([C:9]2[CH:14]=[CH:13][C:12]([CH3:15])=[CH:11][CH:10]=2)[CH:8]=1.[OH-].[Li+].[NH4+].[Cl-]>O1CCOCC1.O>[OH:1][CH:2]([C:20]1[S:21][CH:22]=[CH:23][N:24]=1)[C:3]1[CH:4]=[C:5]([C:16]([OH:18])=[O:17])[CH:6]=[C:7]([C:9]2[CH:14]=[CH:13][C:12]([CH3:15])=[CH:11][CH:10]=2)[CH:8]=1 |f:1.2,3.4|. Reported procedure: To a stirred solution of methyl 5-(hydroxy(thiazol-2-yl)methyl)-4′-methylbiphenyl-3-carboxylate (170 mg, 0.50 mmol) in 1,4-dioxane (1.5 mL) and water (1.5 mL) was added lithium hydroxide (42 mg, 1.8 mmol). After being stirred at rt for 4 h, the reaction mixture was treated with aq. NH4Cl and extracted with EtOAc (15 mL×3). The combined organic layers were dried over anhydrous MgSO4 and purified by silica gel column to afford the title compound. 1H NMR (CDCl3, 400 MHz): 8.19 (s, 1H), 8.16 (s, 1H)...